This data is from the Open Reaction Database (ORD), a public repository of structured organic reaction records. The task is: describe an organic reaction: reactants, conditions, products, and yield The reactants are COCCCOc1cc(C=O)cc(OC)c1, NC1CC1, O=C(O)C(F)(F)F. Yields the product COCCCOc1cc(CNC2CC2)cc(OC)c1. RXN SMILES: [CH3:1][O:2][c:3]1[cH:4][c:5]([CH:6]=[O:7])[cH:8][c:9]([O:11][CH2:12][CH2:13][CH2:14][O:15][CH3:16])[cH:10]1.[CH:17]1([NH2:20])[CH2:18][CH2:19]1.[F:21][C:22]([F:23])([F:24])[C:25]([OH:26])=[O:27]>>[CH3:1][O:2][c:3]1[cH:4][c:5]([CH2:6][NH:20][CH:17]2[CH2:18][CH2:19]2)[cH:8][c:9]([O:11][CH2:12][CH2:13][CH2:14][O:15][CH3:16])[cH:10]1. Starting materials: C(C)(C)C1=CC=C(C=C1)C(C)=O (1-(4-isopropyl-phenyl)-ethanone), pyrrolidone hydrotribromide. Yields the product BrCC(=O)C1=CC=C(C=C1)C(C)C (2-Bromo-1-(4-isopropyl-phenyl)-ethanone). As a reaction SMILES: [CH:1]([C:4]1[CH:9]=[CH:8][C:7]([C:10](=[O:12])[CH3:11])=[CH:6][CH:5]=1)([CH3:3])[CH3:2].C1CNC(=O)C1.[Br:19][Br-]Br>>[Br:19][CH2:11][C:10]([C:7]1[CH:8]=[CH:9][C:4]([CH:1]([CH3:3])[CH3:2])=[CH:5][CH:6]=1)=[O:12] |f:1.2|. Reported procedure: 2-Bromo-1-(4-isopropyl-phenyl)-ethanone was prepared (0.95 g) following general procedure A using 1-(4-isopropyl-phenyl)-ethanone (0.66 mL, 3.92 mmol) and pyrrolidone hydrotribromide (2.1 g, 4.31 mmol). The reactants are NC1=NC(=NC=C1C(=O)C1=C(C(=CC=C1OC)F)F)NC1CCN(CC1)S(=O)(=O)CCCCl ([4-Amino-2-[1-(3-chloro-propane-1-sulfonyl)-piperidin-4-ylamino]-pyrimidin-5-yl]-(2,3-difluoro-6-methoxy-phenyl)-methanone), N[C@@H](CO)C(C)C ((R)-2-amino-3-methyl-1-butanol). The product is NC1=NC(=NC=C1C(=O)C1=C(C(=CC=C1OC)F)F)NC1CCN(CC1)S(=O)(=O)CCCN[C@H](C(C)C)CO ((4-Amino-2-[1-[3-((R)-1-hydroxymethyl-2-methyl-propylamino)-propane-1-sulfonyl]-piperidin-4-ylamino]-pyrimidin-5-yl)-(2,3-difluoro-6-methoxy-phenyl)-methanone). RXN SMILES: [NH2:1][C:2]1[C:7]([C:8]([C:10]2[C:15]([O:16][CH3:17])=[CH:14][CH:13]=[C:12]([F:18])[C:11]=2[F:19])=[O:9])=[CH:6][N:5]=[C:4]([NH:20][CH:21]2[CH2:26][CH2:25][N:24]([S:27]([CH2:30][CH2:31][CH2:32]Cl)(=[O:29])=[O:28])[CH2:23][CH2:22]2)[N:3]=1.[NH2:34][C@H:35]([CH:38]([CH3:40])[CH3:39])[CH2:36][OH:37]>>[NH2:1][C:2]1[C:7]([C:8]([C:10]2[C:15]([O:16][CH3:17])=[CH:14][CH:13]=[C:12]([F:18])[C:11]=2[F:19])=[O:9])=[CH:6][N:5]=[C:4]([NH:20][CH:21]2[CH2:26][CH2:25][N:24]([S:27]([CH2:30][CH2:31][CH2:32][NH:34][C@@H:35]([CH2:36][OH:37])[CH:38]([CH3:40])[CH3:39])(=[O:29])=[O:28])[CH2:23][CH2:22]2)[N:3]=1. Procedure details: The compound was prepared from [4-amino-2-[1-(3-chloro-propane-1-sulfonyl)-piperidin-4-ylamino]-pyrimidin-5-yl]-(2,3-difluoro-6-methoxy-phenyl)-methanone (Example 226) and (R)-2-amino-3-methyl-1-butanol (Aldrich) in an analogous manner as described in Example 227. HR-MS (ES, m/z) calculated for C25H37N6O5SF2 [(M+H)+] 571.2509, observed 571.2514. Starting materials: [H-].[Na+] (NaH), CN(C)C=O (DMF), C(CC(=O)OC(C)(C)C)(=O)OC(C)(C)C (di-tert-butyl malonate), FC1=CC(=C(C#N)C=C1F)OC (4,5-difluoro-2-methoxybenzonitrile), ice water, CCOC(=O)C (AcOEt). Conditions: temperature 0 celsius. The product is C(C)(C)(C)OC(C(C(=O)OC(C)(C)C)C1=C(C=C(C(=C1)F)C#N)OC)=O (di-tert-butyl(4-cyano-5-fluoro-2-methoxyphenyl)propanedioate). As a reaction SMILES: [H-].[Na+].[C:3]([O:13][C:14]([CH3:17])([CH3:16])[CH3:15])(=[O:12])[CH2:4][C:5]([O:7][C:8]([CH3:11])([CH3:10])[CH3:9])=[O:6].F[C:19]1[C:26]([F:27])=[CH:25][C:22](C#N)=[C:21]([O:28][CH3:29])[CH:20]=1.CCOC(C)=O.[CH3:36][N:37](C=O)C>>[C:14]([O:13][C:3](=[O:12])[CH:4]([C:22]1[CH:25]=[C:26]([F:27])[C:19]([C:36]#[N:37])=[CH:20][C:21]=1[O:28][CH3:29])[C:5]([O:7][C:8]([CH3:9])([CH3:10])[CH3:11])=[O:6])([CH3:17])([CH3:16])[CH3:15] |f:0.1|. Reported procedure: A suspension of NaH (60% in mineral oil, 0.33 g, 8.3 mmol) in dry DMF (20 mL) was stirred and cooled to 0° C., and di-tert-butyl malonate (1.5 g, 7.1 mmol) was added. The mixture was allowed to warm to room temperature before addition of 4,5-difluoro-2-methoxybenzonitrile (1.0 g, 5.9 mmol). The mixture was heated at 80° C. for 4 h with stirring, then the reaction mixture was cooled to room temperature and poured into a mixture of ice-water (100 mL) and AcOEt (100 mL). The layers were separated, ... Starting materials: Brc1ccc(OC2CN(C(c3ccccc3)c3ccccc3)C2)cc1, O=C([O-])[O-], ClCCl, O=C(Cl)Cl, [K+], [K+], O. The product is O=C(Cl)N1CC(Oc2ccc(Br)cc2)C1. Reaction SMILES: [Br:11][c:12]1[cH:13][cH:14][c:15]([O:16][CH:17]2[CH2:18][N:19]([CH:21]([c:22]3[cH:23][cH:24][cH:25][cH:26][cH:27]3)[c:28]3[cH:29][cH:30][cH:31][cH:32][cH:33]3)[CH2:20]2)[cH:34][cH:35]1.[C:5](=[O:6])([O-:7])[O-:8].[CH2:36]([Cl:37])[Cl:38].[Cl:1][C:2]([Cl:3])=[O:4].[K+:10].[K+:9].[OH2:39]>>[Cl:1][C:2](=[O:4])[N:19]1[CH2:18][CH:17]([O:16][c:15]2[cH:14][cH:13][c:12]([Br:11])[cH:35][cH:34]2)[CH2:20]1. Reactants: CC1(C)CC(C)(C)c2cc(Br)ccc2O1, CCOC(=O)c1ccc(C#C[Si](C)(C)C)cc1. Product: CCOC(=O)c1ccc(C=C(c2ccc3c(c2)C(C)(C)CC(C)(C)O3)[Si](C)(C)C)cc1. Reaction SMILES: [Br:18][c:19]1[cH:20][c:21]2[c:26]([cH:27][cH:28]1)[O:25][C:24]([CH3:29])([CH3:30])[CH2:23][C:22]2([CH3:31])[CH3:32].[CH3:1][Si:2]([CH3:3])([CH3:4])[C:5]#[C:6][c:7]1[cH:8][cH:9][c:10]([C:11](=[O:12])[O:13][CH2:14][CH3:15])[cH:16][cH:17]1>>[CH3:1][Si:2]([CH3:3])([CH3:4])[C:5](=[CH:6][c:7]1[cH:8][cH:9][c:10]([C:11](=[O:12])[O:13][CH2:14][CH3:15])[cH:16][cH:17]1)[c:19]1[cH:20][c:21]2[c:26]([cH:27][cH:28]1)[O:25][C:24]([CH3:29])([CH3:30])[CH2:23][C:22]2([CH3:31])[CH3:32].